Dataset: the Open Reaction Database (ORD), a public repository of structured organic reaction records. Task: describe an organic reaction: reactants, conditions, products, and yield The reactants are CO, ClCCl, O=C(O)Cc1ccc2ncccc2c1. The product is COC(=O)Cc1ccc2ncccc2c1. As a reaction SMILES: [CH3:15][OH:16].[Cl:17][CH2:18][Cl:19].[n:1]1[cH:2][cH:3][cH:4][c:5]2[cH:6][c:7]([CH2:11][C:12](=[O:13])[OH:14])[cH:8][cH:9][c:10]12>>[n:1]1[cH:2][cH:3][cH:4][c:5]2[cH:6][c:7]([CH2:11][C:12]([O:13][CH3:15])=[O:14])[cH:8][cH:9][c:10]12. Yields the product COc1ccc(-c2[nH]c(-c3ccc(N)c(C)c3)nc2C(=O)Nc2nccs2)cc1. Reaction SMILES: [CH3:1][O:2][c:3]1[cH:4][cH:5][c:6](-[c:9]2[c:10]([C:24](=[O:25])[NH:26][c:27]3[s:28][cH:29][cH:30][n:31]3)[n:11][c:12](-[c:14]3[cH:15][c:16]([CH3:23])[c:17]([N+:20]([O-:21])=[O:22])[cH:18][cH:19]3)[nH:13]2)[cH:7][cH:8]1.[CH3:37][CH2:38][OH:39].[ClH:32].[Fe:46].[O:40]1[CH2:41][CH2:42][O:43][CH2:44][CH2:45]1.[OH:33][C:34](=[O:35])[O-:36]>>[CH3:1][O:2][c:3]1[cH:4][cH:5][c:6](-[c:9]2[c:10]([C:24](=[O:25])[NH:26][c:27]3[s:28][cH:29][cH:30][n:31]3)[n:11][c:12](-[c:14]3[cH:15][c:16]([CH3:23])[c:17]([NH2:20])[cH:18][cH:19]3)[nH:13]2)[cH:7][cH:8]1. The reactants are COc1ccc(-c2[nH]c(-c3ccc([N+](=O)[O-])c(C)c3)nc2C(=O)Nc2nccs2)cc1, CCO, Cl, [Fe], C1COCCO1, O=C([O-])O. Starting materials: [N+](=O)([O-])C1=CC=C(C=C1)C=1NC(=C(N1)C(=O)NC=1SC=CN1)C1=CC=C(C=C1)[N+](=O)[O-] (2,5-bis(4-nitrophenyl)-N-(2-thiazolyl)imidazole-4-carboxamide), [Sn](Cl)Cl (tin(II) chloride). Run in Cl (hydrochloric acid), CO (methanol). The product is NC1=CC=C(C=C1)C=1NC(=C(N1)C(=O)NC=1SC=CN1)C1=CC=C(C=C1)N (2,5-bis(4-aminophenyl)-N-(2-thiazolyl)imidazole-4-carboxamide). Reaction SMILES: [N+:1]([C:4]1[CH:9]=[CH:8][C:7]([C:10]2[NH:11][C:12]([C:23]3[CH:28]=[CH:27][C:26]([N+:29]([O-])=O)=[CH:25][CH:24]=3)=[C:13]([C:15]([NH:17][C:18]3[S:19][CH:20]=[CH:21][N:22]=3)=[O:16])[N:14]=2)=[CH:6][CH:5]=1)([O-])=O.[Sn](Cl)Cl>CO.Cl>[NH2:1][C:4]1[CH:5]=[CH:6][C:7]([C:10]2[NH:11][C:12]([C:23]3[CH:28]=[CH:27][C:26]([NH2:29])=[CH:25][CH:24]=3)=[C:13]([C:15]([NH:17][C:18]3[S:19][CH:20]=[CH:21][N:22]=3)=[O:16])[N:14]=2)=[CH:8][CH:9]=1. Procedure: 2,5-bis(4-Nitrophenyl)-N-(2-thiazolyl)imidazole-4-carboxamide obtained in Example 53 is suspended in methanol and ice-cooled. To the suspension is added a solution of tin(II) chloride 6 hydrate in 6 M hydrochloric acid solution and the mixture is reacted and treated in the same manner as in Example 48 to give 2,5-bis(4-aminophenyl)-N-(2-thiazolyl)imidazole-4-carboxamide.